This data is from the Open Reaction Database (ORD), a public repository of structured organic reaction records. The task is: describe an organic reaction: reactants, conditions, products, and yield Reactants: C1CCOC1, C[Si](C)(C)N=C=O, [Cl-], [NH4+], CC(NO)c1ccc2c(c1)oc1ccccc12. Product: CC(c1ccc2c(c1)oc1ccccc12)N(O)C(N)=O. As a reaction SMILES: [CH2:27]1[O:28][CH2:29][CH2:30][CH2:31]1.[CH3:1][Si:2]([CH3:3])([CH3:4])[N:5]=[C:6]=[O:7].[Cl-:25].[NH4+:26].[cH:8]1[cH:9][c:10]([CH:21]([CH3:22])[NH:23][OH:24])[cH:11][c:12]2[o:13][c:14]3[c:15]([c:16]12)[cH:17][cH:18][cH:19][cH:20]3>>[NH2:5][C:6](=[O:7])[N:23]([CH:21]([c:10]1[cH:9][cH:8][c:16]2[c:12]([cH:11]1)[o:13][c:14]1[c:15]2[cH:17][cH:18][cH:19][cH:20]1)[CH3:22])[OH:24]. Reactants: COC(C1=C(C=CC=C1)COC=1C=C2C(=C(N(C2=CC1)CC1=CC=CC=C1)C)CC(=O)N)=O (2-[[[3-(2-amino-2-oxoethyl)-2-methyl-(phenylmethyl)-1H-indol-5-yl]oxy]methyl]benzoic acid methyl ester), [OH-].[Na+] (NaOH), Cl (HCl). Solvent: C1CCOC1 (THF), C(C)O (ethanol). Run at time 17.5 hour. Product: NC(CC1=C(N(C2=CC=C(C=C12)OCC1=C(C(=O)O)C=CC=C1)CC1=CC=CC=C1)C)=O (2-[[[3-(2-amino-2-oxoethyl)-2-methyl-1-(phenylmethyl)-1H-indol-5-yl]oxy]methyl]benzoic acid). Yield: 58.3%. As a reaction SMILES: C[O:2][C:3](=[O:33])[C:4]1[CH:9]=[CH:8][CH:7]=[CH:6][C:5]=1[CH2:10][O:11][C:12]1[CH:13]=[C:14]2[C:18](=[CH:19][CH:20]=1)[N:17]([CH2:21][C:22]1[CH:27]=[CH:26][CH:25]=[CH:24][CH:23]=1)[C:16]([CH3:28])=[C:15]2[CH2:29][C:30]([NH2:32])=[O:31].[OH-].[Na+].Cl>C1COCC1.C(O)C>[NH2:32][C:30](=[O:31])[CH2:29][C:15]1[C:14]2[C:18](=[CH:19][CH:20]=[C:12]([O:11][CH2:10][C:5]3[CH:6]=[CH:7][CH:8]=[CH:9][C:4]=3[C:3]([OH:33])=[O:2])[CH:13]=2)[N:17]([CH2:21][C:22]2[CH:23]=[CH:24][CH:25]=[CH:26][CH:27]=2)[C:16]=1[CH3:28] |f:1.2|. Procedure: A mixture of 195 mg (0.44 mmol) of 2-[[[3-(2-amino-2-oxoethyl)-2-methyl-(phenylmethyl)-1H-indol-5-yl]oxy]methyl]benzoic acid methyl ester and 2 mL of 2N NaOH in 10 mL of THF and 35 mL of ethanol was stirred for 17.5 hours, 5the mixture made acidic with 5N HCl and extracted with ethyl acetate. The ethyl acetate solution was washed with brine, dried (Na2SO4) and concentrated at reduced pressure. The residue was crystallized from methylene chloride to give 110 mg (59% yield) of 2-[[[3-(2-amino-2-ox... The reactants are [Al+3], [H-], [H-], [H-], [H-], [K+], [Li+], N#N, C1CCOC1, [OH-], O=C(CCCCCCCCCCCCCCCO)N(CCO)CCO. The product is OCCCCCCCCCCCCCCCCN(CCO)CCO. Reaction SMILES: [Al+3:2].[H-:1].[H-:4].[H-:5].[H-:6].[K+:35].[Li+:3].[N:7]#[N:8].[O:36]1[CH2:37][CH2:38][CH2:39][CH2:40]1.[OH-:34].[OH:9][CH2:10][CH2:11][N:12]([C:13]([CH2:14][CH2:15][CH2:16][CH2:17][CH2:18][CH2:19][CH2:20][CH2:21][CH2:22][CH2:23][CH2:24][CH2:25][CH2:26][CH2:27][CH2:28][OH:29])=[O:30])[CH2:31][CH2:32][OH:33]>>[OH:9][CH2:10][CH2:11][N:12]([CH2:13][CH2:14][CH2:15][CH2:16][CH2:17][CH2:18][CH2:19][CH2:20][CH2:21][CH2:22][CH2:23][CH2:24][CH2:25][CH2:26][CH2:27][CH2:28][OH:29])[CH2:31][CH2:32][OH:33].